From a dataset of the Open Reaction Database (ORD), a public repository of structured organic reaction records. describe an organic reaction: reactants, conditions, products, and yield Starting materials: amino substituted 2,3-dihydro-2-alkoxycarbonyl-2-alkylbenzofuran, alkyl 2-chloropropionate, ClC(C(=O)OCC)C (ethyl 2-chloropropionate), S(=O)(Cl)Cl (thionyl chloride), [H][H] (hydrogen), O1C=CC2=C1C=CC=C2 (benzofuran), NC1=CC=CC=2CC(OC21)(C)C(=O)OCC (7-amino-2-ethoxycarbonyl-2,3-dihydro-2-methylbenzofuran), ClC=1C=CC(=C(C=O)C1)O (5-chloro-2-hydroxybenzaldehyde), ClC=1C=CC2=C(C(C(O2)(C)C(=O)OCC)O)C1 (5-chloro-2-ethoxycarbonyl-2,3-dihydro-3-hydroxy-2-methylbenzofuran). The reagents and catalysts are [Pd] (palladium on carbon). Solvent: CN(C=O)C (N,N-dimethylformamide), C(Cl)Cl (methylene chloride), N1=CC=CC=C1 (pyridine), C(C)O (ethanol). Yields the product ClC=1C=CC2=C(CC(O2)(C)C(=O)OCC)C1 (5-chloro-2-ethoxycarbonyl-2,3-dihydro-2-methylbenzofuran). RXN SMILES: NC1C2OC(C(OCC)=O)(C)CC=2C=CC=1.ClC1C=CC(O)=C(C=1)C=O.ClC(C)C(OCC)=O.[Cl:35][C:36]1[CH:37]=[CH:38][C:39]2[O:43][C:42]([C:45]([O:47][CH2:48][CH3:49])=[O:46])([CH3:44])[CH:41](O)[C:40]=2[CH:51]=1.O1C2C=CC=CC=2C=C1.S(Cl)(Cl)=O.[H][H]>CN(C)C=O.C(Cl)Cl.[Pd].C(O)C.N1C=CC=CC=1>[Cl:35][C:36]1[CH:37]=[CH:38][C:39]2[O:43][C:42]([C:45]([O:47][CH2:48][CH3:49])=[O:46])([CH3:44])[CH2:41][C:40]=2[CH:51]=1. Procedure: Schema 7 illustrates the synthesis of an amino substituted 2,3-dihydro-2-alkoxycarbonyl-2-alkylbenzofuran, for example, 7-amino-2-ethoxycarbonyl-2,3-dihydro-2-methylbenzofuran by the cyclization of 5-chloro-2-hydroxybenzaldehyde with an alkyl 2-chloropropionate, for example, ethyl 2-chloropropionate, under basic conditions in N,N-dimethylformamide at 60°-70° C., affording the corresponding 5-chloro-2-ethoxycarbonyl-2,3-dihydro-3-hydroxy-2-methylbenzofuran (XXVII). The so-prepared benzofuran is c... The product is COc1ccc2c(c1)C(=O)C(CC=O)C21CCCC1. Reactants: CC=CCC1C(=O)c2cc(OC)ccc2C12CCCC2, CO, ClCCl, O=[O+][O-]. RXN SMILES: [CH2:4]([CH:5]=[CH:6][CH3:7])[CH:8]1[C:9](=[O:23])[c:10]2[cH:11][c:12]([O:21][CH3:22])[cH:13][cH:14][c:15]2[C:16]12[CH2:17][CH2:18][CH2:19][CH2:20]2.[CH3:27][OH:28].[Cl:24][CH2:25][Cl:26].[O-:1][O+:2]=[O:3]>>[O:1]=[CH:5][CH2:4][CH:8]1[C:9](=[O:23])[c:10]2[cH:11][c:12]([O:21][CH3:22])[cH:13][cH:14][c:15]2[C:16]12[CH2:17][CH2:18][CH2:19][CH2:20]2. The reactants are O.O.O.C(C)(=O)[O-].[Pb+2].C(C)(=O)[O-] (lead acetate trihydrate), C(CCCCCCC\C=C/CCCCCCCC)(=O)O (oleic acid), C(CCCCCCC\C=C/CCCCCCCC)(=O)[O-] (oleate), [Se](=O)=O (selenium dioxide). Run at temperature 85 celsius, time 1 hour. Yields the product C(CCCCCCC\C=C/CCCCCCCC)(=O)[O-].[Pb+2].C(CCCCCCC\C=C/CCCCCCCC)(=O)[O-] (Lead oleate). RXN SMILES: O.O.O.C([O-])(=O)C.[Pb+2:8].C([O-])(=O)C.[C:13]([OH:32])(=[O:31])[CH2:14][CH2:15][CH2:16][CH2:17][CH2:18][CH2:19][CH2:20]/[CH:21]=[CH:22]\[CH2:23][CH2:24][CH2:25][CH2:26][CH2:27][CH2:28][CH2:29][CH3:30].[C:33]([O-:52])(=[O:51])[CH2:34][CH2:35][CH2:36][CH2:37][CH2:38][CH2:39][CH2:40]/[CH:41]=[CH:42]\[CH2:43][CH2:44][CH2:45][CH2:46][CH2:47][CH2:48][CH2:49][CH3:50].[Se](=O)=O>>[C:13]([O-:32])(=[O:31])[CH2:14][CH2:15][CH2:16][CH2:17][CH2:18][CH2:19][CH2:20]/[CH:21]=[CH:22]\[CH2:23][CH2:24][CH2:25][CH2:26][CH2:27][CH2:28][CH2:29][CH3:30].[Pb+2:8].[C:33]([O-:52])(=[O:51])[CH2:34][CH2:35][CH2:36][CH2:37][CH2:38][CH2:39][CH2:40]/[CH:41]=[CH:42]\[CH2:43][CH2:44][CH2:45][CH2:46][CH2:47][CH2:48][CH2:49][CH3:50] |f:0.1.2.3.4.5,9.10.11|. Reported procedure: Lead oleate was prepared as follows: lead acetate trihydrate (1 mmol) was mixed with ODE (4 mL) and oleic acid (1.3 mL) in a 50-mL three-neck flask. The mixture was degassed under vacuum (˜50 mTorr) at RT for 10 minutes and then gradually heated to 85° C. and kept for 1 hour to further remove the water and acetic acid. After the mixture turned colorless, the vacuum was removed and the lead-oleate solution was cooled to room temperature. The lead-oleate solution was mixed with TOP (8 mL) and SeO2... Starting materials: C([C@@H](O)[C@@H](O)[C@H](O)[C@H](O)CO)O (D-mannitol), C([C@H](O)[C@@H](O)[C@H](O)CO)O (xylitol). Yields the product O=C[C@H](O)[C@@H](O)[C@H](O)[C@H](O)CO (D-glucose). RXN SMILES: [CH2:1]([OH:12])[C@H:2]([C@H:4]([C@@H:6]([C@@H:8]([CH2:10][OH:11])[OH:9])[OH:7])[OH:5])[OH:3].C(O)[C@@H]([C@H]([C@@H](CO)O)O)O>>[O:11]=[CH:10][C@@H:8]([C@H:6]([C@@H:4]([C@@H:2]([CH2:1][OH:12])[OH:3])[OH:5])[OH:7])[OH:9]. Reported procedure: A mixture of 7.46 g (41 mmole) of D-mannitol and 6.2 g (41 mmole) of xylitol is heated for 30 minutes to 80° C. with 67.5 g (227 mmole) of BEPDIB. After the readily volatile constituents have been distilled off in vacuo (10-3Torr), 11.6 g (96%) of bp. 108° C./10-3Torr and [α]D20 9.7 (c=6, CCl4) and 9.2 g (91%) of viscous residue are obtained.